This data is from the Open Reaction Database (ORD), a public repository of structured organic reaction records. The task is: describe an organic reaction: reactants, conditions, products, and yield The reactants are OB1OC(C2=C1C=C(C=C2O)OC2=NC=CN=C2)CC(=O)OCC (ethyl 2-(1,4-dihydroxy-6-(pyrazin-2-yloxy)-1,3-dihydrobenzo[c][1,2]oxa-borol-3-yl)acetate), IC(C)C (2-iodopropane), [H-].[Na+] (NaH). Solvent: CN(C)C=O (DMF). Conditions: time 1 hour. Product: C(C)OC(CC1C2=C(B(O1)O)C=C(C=C2OC(C)C)OC2=NC=CN=C2)=O (Ethyl-2-(1-hydroxy-4-isopropoxy-6-(pyrazin-2-yloxy)-1,3-dihydrobenzo[c][1,2]oxaborol-3-yl)acetate). The yield is 86.0%. As a reaction SMILES: [OH:1][B:2]1[C:6]2[CH:7]=[C:8]([O:12][C:13]3[CH:18]=[N:17][CH:16]=[CH:15][N:14]=3)[CH:9]=[C:10]([OH:11])[C:5]=2[CH:4]([CH2:19][C:20]([O:22][CH2:23][CH3:24])=[O:21])[O:3]1.I[CH:26]([CH3:28])[CH3:27].[H-].[Na+]>CN(C=O)C>[CH2:23]([O:22][C:20](=[O:21])[CH2:19][CH:4]1[O:3][B:2]([OH:1])[C:6]2[CH:7]=[C:8]([O:12][C:13]3[CH:18]=[N:17][CH:16]=[CH:15][N:14]=3)[CH:9]=[C:10]([O:11][CH:26]([CH3:28])[CH3:27])[C:5]1=2)[CH3:24] |f:2.3|. Procedure details: To a mixture of ethyl 2-(1,4-dihydroxy-6-(pyrazin-2-yloxy)-1,3-dihydrobenzo[c][1,2]oxa-borol-3-yl)acetate (100 mg, 0.30 mmol) and 2-iodopropane (154 mg, 0.91 mmol) in DMF (5 mL) was added 60% NaH (4.85 mg, 1.21 mmol) at 0° C. The reaction mixture was stirred at room temperature for 1 h and quenched by slow addition of water (3 mL). The resulting mixture was acidified with 1 N HCl to pH=4 and extracted with EtOAc (2×15 mL). The combined organic layers were washed with water (10 mL) and brine (10 ... Starting materials: OC1CN(OC1)C(=O)C1=C(SC=2N(C(N(C(C21)=O)C)=O)C(C)C)CC2=CNC1=NC=CC=C12 (5-[[4-Hydroxyisoxazolidin-2-yl]carbonyl]-3-methyl-1-(1-methylethyl)-6-(1H-pyrrolo[2,3-b]pyridin-3-ylmethyl)thieno[2,3-d]pyrimidine-2,4(1H,3H)-dione), BrN1C(CCC1=O)=O (N-bromosuccinimide), azoisobutyronitrile, C(C)(=O)OCC (ethyl acetate). Yields the product BrCC1=C(C2=C(N(C(N(C2=O)C)=O)C(C)C)S1)C(=O)OC (Methyl 6-(bromomethyl)-1,2,3,4-tetrahydro-3-methyl-1-(isopropyl)-2,4-dioxothieno[2,3-d]pyrimidine-5-carboxylate). As a reaction SMILES: OC1CON(C([C:9]2[C:17]3[C:16](=[O:18])[N:15]([CH3:19])[C:14](=[O:20])[N:13]([CH:21]([CH3:23])[CH3:22])[C:12]=3[S:11][C:10]=2CC2C3C(=NC=CC=3)NC=2)=O)C1.[Br:34]N1C(=O)CCC1=O.[C:42]([O:45][CH2:46]C)(=[O:44])[CH3:43]>>[Br:34][CH2:9][C:10]1[S:11][C:12]2[N:13]([CH:21]([CH3:23])[CH3:22])[C:14](=[O:20])[N:15]([CH3:19])[C:16](=[O:18])[C:17]=2[C:43]=1[C:42]([O:45][CH3:46])=[O:44]. Procedure: A solution of the product of example 8, part b), (1.6 g), N-bromosuccinimide (1 g), and azoisobutyronitrile (10 mg) in ethyl acetate (25 ml) was refluxed for 1 h. The solution was cooled to room temperature, washed successively with dilute sodium hydroxide solution and water, the organic extracts were dried over anhydrous magnesium sulfate, filtered and evaporated under reduced pressure. The residue was purified by column chromatography over silica, eluting with diethyl ether/i-hexane (1:1) to g... Reactants: N#Cc1cc(CBr)cs1, CC1CCCN1CC1CCCN1C(=O)c1ccc(O)cc1F. Yields the product CC1CCCN1CC1CCCN1C(=O)c1ccc(OCc2csc(C#N)c2)cc1F. RXN SMILES: [Br:23][CH2:24][c:25]1[cH:26][c:27]([C:30]#[N:31])[s:28][cH:29]1.[F:1][c:2]1[c:3]([C:9](=[O:10])[N:11]2[CH:12]([CH2:16][N:17]3[CH:18]([CH3:22])[CH2:19][CH2:20][CH2:21]3)[CH2:13][CH2:14][CH2:15]2)[cH:4][cH:5][c:6]([OH:8])[cH:7]1>>[F:1][c:2]1[c:3]([C:9](=[O:10])[N:11]2[CH:12]([CH2:16][N:17]3[CH:18]([CH3:22])[CH2:19][CH2:20][CH2:21]3)[CH2:13][CH2:14][CH2:15]2)[cH:4][cH:5][c:6]([O:8][CH2:24][c:25]2[cH:26][c:27]([C:30]#[N:31])[s:28][cH:29]2)[cH:7]1.